From a dataset of the Open Reaction Database (ORD), a public repository of structured organic reaction records. describe an organic reaction: reactants, conditions, products, and yield Starting materials: COC([C@@H](NC(=O)NC=1SC(NN1)=S)CC(C)C)=O (N-[[(4,5-dihydro-5-thioxo-1,3,4-thiadiazol-2-yl)amino]carbonyl]-L-leucine methyl ester), C(CC1=CC=CC=C1)N (phenethylamine). Product: S=C1NN=C(S1)NC(=O)N[C@H](C(=O)NCCC1=CC=CC=C1)CC(C)C (2-[[[(4,5-Dihydro-5-thioxo-1,3,4-thiadiazol-2-yl)amino]-carbonyl]amino]-4-methyl-N-(2-phenylethyl)-(S)-pentanamide). Reaction SMILES: CO[C:3](=[O:19])[C@H:4]([CH2:15][CH:16]([CH3:18])[CH3:17])[NH:5][C:6]([NH:8][C:9]1[S:10][C:11](=[S:14])[NH:12][N:13]=1)=[O:7].[CH2:20]([NH2:28])[CH2:21][C:22]1[CH:27]=[CH:26][CH:25]=[CH:24][CH:23]=1>>[S:14]=[C:11]1[S:10][C:9]([NH:8][C:6]([NH:5][C@@H:4]([CH2:15][CH:16]([CH3:17])[CH3:18])[C:3]([NH:28][CH2:20][CH2:21][C:22]2[CH:27]=[CH:26][CH:25]=[CH:24][CH:23]=2)=[O:19])=[O:7])=[N:13][NH:12]1. Procedure: Following the general procedure outlined in EXAMPLE 5, and making non-critical variations but starting with N-[[(4,5-dihydro-5-thioxo-1,3,4-thiadiazol-2-yl)amino]carbonyl]-L-leucine methyl ester (prepared according to the procedure described in EXAMPLE 1) and phenethylamine, the title compound is obtained (mp 215°-217° C., decomposition). The reactants are O=C([O-])O, CC#N, CCOC(C)=O, Clc1cccnc1N1CCc2c(Cl)ncnc2C1, CC(=O)N1CC(C)(C)c2ccc(N)cc21, [Na+]. Yields the product CC(=O)N1CC(C)(C)c2ccc(Nc3ncnc4c3CCN(c3ncccc3Cl)C4)cc21. Reaction SMILES: [C:37](=[O:38])([OH:39])[O-:40].[CH3:34][C:35]#[N:36].[CH3:42][CH2:43][O:44][C:45]([CH3:46])=[O:47].[Cl:1][c:2]1[c:3]2[c:4]([n:5][cH:6][n:7]1)[CH2:8][N:9]([c:12]1[n:13][cH:14][cH:15][cH:16][c:17]1[Cl:18])[CH2:10][CH2:11]2.[NH2:19][c:20]1[cH:21][cH:22][c:23]2[c:27]([cH:28]1)[N:26]([C:29]([CH3:30])=[O:31])[CH2:25][C:24]2([CH3:32])[CH3:33].[Na+:41]>>[c:2]1([NH:19][c:20]2[cH:21][cH:22][c:23]3[c:27]([cH:28]2)[N:26]([C:29]([CH3:30])=[O:31])[CH2:25][C:24]3([CH3:32])[CH3:33])[c:3]2[c:4]([n:5][cH:6][n:7]1)[CH2:8][N:9]([c:12]1[n:13][cH:14][cH:15][cH:16][c:17]1[Cl:18])[CH2:10][CH2:11]2. Starting materials: CCO, CCOC(=O)c1c[nH]c(=S)n1C1CCc2c(F)cc(F)cc2C1, [K+], [OH-], O. Product: O=C(O)c1c[nH]c(=S)n1C1CCc2c(F)cc(F)cc2C1. As a reaction SMILES: [CH2:27]([OH:28])[CH3:29].[F:1][c:2]1[c:3]2[c:8]([cH:9][c:10]([F:12])[cH:11]1)[CH2:7][CH:6]([n:13]1[c:14](=[S:23])[nH:15][cH:16][c:17]1[C:18](=[O:19])[O:20][CH2:21][CH3:22])[CH2:5][CH2:4]2.[K+:25].[OH-:24].[OH2:26]>>[F:1][c:2]1[c:3]2[c:8]([cH:9][c:10]([F:12])[cH:11]1)[CH2:7][CH:6]([n:13]1[c:14](=[S:23])[nH:15][cH:16][c:17]1[C:18](=[O:19])[OH:20])[CH2:5][CH2:4]2. Starting materials: C(C)C(=C(C(=O)O)C)C(F)(F)F (ethyl 4,4,4-trifluoro-2-methylbut-2-enoic acid). Run in S(O)(O)(=O)=O (sulfuric acid). Product: FC(C=C(C(=O)O)C)(F)F (4,4,4-trifluoro-2-methylbut-2-enoic acid). The yield is 62.5%. Reaction SMILES: C([C:3]([C:9]([F:12])([F:11])[F:10])=[C:4]([CH3:8])[C:5]([OH:7])=[O:6])C>S(=O)(=O)(O)O>[F:10][C:9]([F:12])([F:11])[CH:3]=[C:4]([CH3:8])[C:5]([OH:7])=[O:6]. Procedure: Heat a solution of ethyl 4,4,4-trifluoro-2-methylbut-2-enoic acid (0.544 g, 2.99 mmol) in 5M sulfuric acid (5 mL) at 120° C. for 2.5 days. Saturate the solution with sodium chloride and extract with diethyl ether (1×40 mL). Dry the organic phase with magnesium sulfate and concentrate under reduced pressure to provide 0.288 g (62.6%) of the title compound. Reactants: [CH-]1C=CC=C1.[CH-]1C=CC=C1.[Fe+2] (ferrocene), ClCCCC(=O)Cl (4-chlorobutyryl chloride), ( a ), [SiH3][C-]1C=CC=C1.[CH-]1C=CC=C1.[Fe+2] (silylferrocene), C[SiH](CCCC[C-]1C=CC=C1)C.[CH-]1C=CC=C1.[Fe+2] (4-(dimethylsilyl)butylferrocene), C[SiH](CCCC[C-]1C=CC=C1)C.[CH-]1C=CC=C1.[Fe+2] (4-(dimethylsilyl)butylferrocene). Reagents/catalysts: [Cl-].[Al+3].[Cl-].[Cl-] (aluminum chloride). Yields the product ClCCCC(=O)[C-]1C=CC=C1.[CH-]1C=CC=C1.[Fe+2] (4-chlorobutyroylferrocene). Reaction SMILES: [SiH3][C-:2]1[CH:6]=[CH:5][CH:4]=[CH:3]1.[CH-:7]1[CH:11]=[CH:10][CH:9]=[CH:8]1.[Fe+2:12].C[SiH](C)CCCC[C-]1C=CC=C1.[CH-]1C=CC=C1.[Fe+2].[CH-]1C=CC=C1.[CH-]1C=CC=C1.[Fe+2].[Cl:42][CH2:43][CH2:44][CH2:45][C:46](Cl)=[O:47]>[Cl-].[Al+3].[Cl-].[Cl-]>[Cl:42][CH2:43][CH2:44][CH2:45][C:46]([C-:2]1[CH:6]=[CH:5][CH:4]=[CH:3]1)=[O:47].[CH-:7]1[CH:11]=[CH:10][CH:9]=[CH:8]1.[Fe+2:12] |f:0.1.2,3.4.5,6.7.8,10.11.12.13,14.15.16|. Procedure details: In a specific embodiment, a silylferrocene compound such as 4-(dimethylsilyl)butylferrocene can be prepared. The process for the preparation of 4-(dimethylsilyl)butylferrocene comprises (a) treating ferrocene with 4-chlorobutyryl chloride, in the presence of aluminum chloride catalyst and an organic solvent to obtain the acylated product, 4-chlorobutyroylferrocene; (b) reduction of 4-chlorobutyroylferrocene to yield 4-chlorobutylferrocene, using without limitation a Clemmensen type reduction; (c... Starting materials: BrC=1C(=NC(=NC1)NCCN1C(NC(C1(C)C)=O)=O)C=1SC(=CC1)Cl (1-{2-[5-bromo-4-(5-chlorothiophen-2-yl)pyrimidin-2-ylamino]ethyl}-5,5-dimethylimidazolidine-2,4-dione), NC=1C=C(C=CC1)B(O)O (3-aminophenylboronic acid). Product: NC=1C=C(C=CC1)C=1C(=NC(=NC1)NCCN1C(NC(C1(C)C)=O)=O)C=1SC(=CC1)Cl (1-{2-[5-(3-Aminophenyl)-4-(5-chlorothiophen-2-yl)pyrimidin-2-ylamino]ethyl}-5,5-dimethylimidazolidine-2,4-dione). Reaction SMILES: Br[C:2]1[C:3]([C:20]2[S:21][C:22]([Cl:25])=[CH:23][CH:24]=2)=[N:4][C:5]([NH:8][CH2:9][CH2:10][N:11]2[C:15]([CH3:17])([CH3:16])[C:14](=[O:18])[NH:13][C:12]2=[O:19])=[N:6][CH:7]=1.[NH2:26][C:27]1[CH:28]=[C:29](B(O)O)[CH:30]=[CH:31][CH:32]=1>>[NH2:26][C:27]1[CH:32]=[C:31]([C:2]2[C:3]([C:20]3[S:21][C:22]([Cl:25])=[CH:23][CH:24]=3)=[N:4][C:5]([NH:8][CH2:9][CH2:10][N:11]3[C:15]([CH3:17])([CH3:16])[C:14](=[O:18])[NH:13][C:12]3=[O:19])=[N:6][CH:7]=2)[CH:30]=[CH:29][CH:28]=1. Procedure: The title compound was prepared from 1-{2-[5-bromo-4-(5-chlorothiophen-2-yl)pyrimidin-2-ylamino]ethyl}-5,5-dimethylimidazolidine-2,4-dione and 3-aminophenylboronic acid, hemihydrosulfate in a manner analogous to Example 269. MS (M+H)+ 457. Starting materials: C(C)(C)(C)OC(=O)N1C[C@H](C[C@H](C1)C1CCCCC1)C(=O)O (cis-1-(tert-butoxycarbonyl)-5-cyclohexylpiperidine-3-carboxylic acid), solution. The solvent is C1CCOC1 (THF), C1CCOC1 (THF). The product is C1(CCCCC1)[C@@H]1CN(C[C@@H](C1)CO)C(=O)OC(C)(C)C (tert-butyl cis-3-cyclohexyl-5-(hydroxymethyl)piperidine-1-carboxylate). The yield is 131.9%. RXN SMILES: [C:1]([O:5][C:6]([N:8]1[CH2:13][C@H:12]([CH:14]2[CH2:19][CH2:18][CH2:17][CH2:16][CH2:15]2)[CH2:11][C@H:10]([C:20](O)=[O:21])[CH2:9]1)=[O:7])([CH3:4])([CH3:3])[CH3:2]>C1COCC1>[CH:14]1([C@H:12]2[CH2:11][C@@H:10]([CH2:20][OH:21])[CH2:9][N:8]([C:6]([O:5][C:1]([CH3:4])([CH3:3])[CH3:2])=[O:7])[CH2:13]2)[CH2:15][CH2:16][CH2:17][CH2:18][CH2:19]1. Procedure: To the solution of cis-1-(tert-butoxycarbonyl)-5-cyclohexylpiperidine-3-carboxylic acid (400.9 mg) in THF (10 ml) was added 2 M solution of borane dimethylsulfide complex in THF (4.0 ml) at −15° C. under stirring. After stirring for 4 hours, The mixture was quenched by addition of MeOH. The resulting mixture was allowed to be room temperature and concentrated. To the residue was added saturated aqueous solution of NH4Cl and extracted with EtOAc. The extract was washed with brine, dried over MgSO... Reactants: OCCOCCO, [K+], NN, [OH-], O, O=C(CCc1cccc2[nH]ccc12)c1ccccc1O. Yields the product Oc1ccccc1CCCc1cccc2[nH]ccc12. RXN SMILES: [CH2:26]([OH:27])[CH2:28][O:29][CH2:30][CH2:31][OH:32].[K+:25].[NH2:2][NH2:3].[OH-:24].[OH2:1].[OH:4][c:5]1[c:6]([C:11]([CH2:12][CH2:13][c:14]2[c:15]3[cH:16][cH:17][nH:18][c:19]3[cH:20][cH:21][cH:22]2)=[O:23])[cH:7][cH:8][cH:9][cH:10]1>>[OH:4][c:5]1[c:6]([CH2:11][CH2:12][CH2:13][c:14]2[c:15]3[cH:16][cH:17][nH:18][c:19]3[cH:20][cH:21][cH:22]2)[cH:7][cH:8][cH:9][cH:10]1.